From a dataset of the Open Reaction Database (ORD), a public repository of structured organic reaction records. describe an organic reaction: reactants, conditions, products, and yield Reactants: C(CC=C)OC1=C(C=O)C=C(C=C1F)C=1C=NC=NC1 (2-(but-3-enyloxy)-3-fluoro-5-(pyrimidin-5-yl)benzaldehyde), NC(=S)N (thiourea), Cl[Si](C)(C)C (chlorotrimethylsilane). Run in C(C)#N (acetonitrile), CN(C)C=O (DMF), CCOC(=O)C (EtOAc). Conditions: time 1 hour. The product is FC1=CC(=CC=2[C@@H]3[C@H](CCOC21)CSC(=N3)N)C=3C=NC=NC3 (rel-(4aS,11bS)-8-Fluoro-10-pyrimidin-5-yl-4a,5,6,11b-tetrahydro-4H-7-oxa-3-thia-1-aza-dibenzo[a,c]cyclohepten-2-ylamine). The yield is 0.3%. As a reaction SMILES: [CH2:1]([O:5][C:6]1[C:13]([F:14])=[CH:12][C:11]([C:15]2[CH:16]=[N:17][CH:18]=[N:19][CH:20]=2)=[CH:10][C:7]=1[CH:8]=O)[CH2:2][CH:3]=[CH2:4].[NH2:21][C:22]([NH2:24])=[S:23].Cl[Si](C)(C)C>C(#N)C.CN(C=O)C.CCOC(C)=O>[F:14][C:13]1[C:6]2[O:5][CH2:1][CH2:2][C@@H:3]3[CH2:4][S:23][C:22]([NH2:24])=[N:21][C@@H:8]3[C:7]=2[CH:10]=[C:11]([C:15]2[CH:16]=[N:17][CH:18]=[N:19][CH:20]=2)[CH:12]=1. Procedure details: To a solution of 2-(but-3-enyloxy)-3-fluoro-5-(pyrimidin-5-yl)benzaldehyde from step 4C (662 mg, 2.43 mmol) in acetonitrile (1.62 ml) and DMF (0.810 ml) was added thiourea (185 mg, 2.43 mmol) and chlorotrimethylsilane (0.311 ml, 2.43 mmol). The resulting mixture was brought to reflux and stirred for 1 h. The reaction mixture was then diluted with EtOAc (10 mL), washed with water (3×2 mL), brine (5 mL), dried over magnesium sulfate, filtered and concentrated in vacuo. Purification by silica gel c... Reactants: Cc1onc2c1c(=O)n(C1C=CC(O[Si](C)(C)C(C)(C)C)C1)c1cccc(Cl)c21, C1CCOC1, CCOC(C)=O, [Na+], O=C([O-])O. The product is Cc1onc2c1c(=O)n(C1C=CC(O)C1)c1cccc(Cl)c21. RXN SMILES: [C:1]([Si:2]([CH3:3])([CH3:4])[O:6][CH:7]1[CH:8]=[CH:9][CH:10]([n:12]2[c:13](=[O:27])[c:14]3[c:15]([c:16]4[c:17]([Cl:22])[cH:18][cH:19][cH:20][c:21]24)[n:23][o:24][c:25]3[CH3:26])[CH2:11]1)([CH3:5])([CH3:28])[CH3:29].[CH2:41]1[O:42][CH2:43][CH2:44][CH2:45]1.[CH3:35][CH2:36][O:37][C:38](=[O:39])[CH3:40].[Na+:34].[O-:30][C:31]([OH:32])=[O:33]>>[OH:6][CH:7]1[CH:8]=[CH:9][CH:10]([n:12]2[c:13](=[O:27])[c:14]3[c:15]([c:16]4[c:17]([Cl:22])[cH:18][cH:19][cH:20][c:21]24)[n:23][o:24][c:25]3[CH3:26])[CH2:11]1. Starting materials: CC(=O)O, CN1CCc2ccc(O)cc2C(c2ccccc2F)C1, O=[N+]([O-])O. Product: CN1CCc2cc([N+](=O)[O-])c(O)cc2C(c2ccccc2F)C1. Reaction SMILES: [CH3:25][C:26](=[O:27])[OH:28].[F:1][c:2]1[c:3]([CH:8]2[CH2:9][N:10]([CH3:20])[CH2:11][CH2:12][c:13]3[c:14]2[cH:15][c:16]([OH:19])[cH:17][cH:18]3)[cH:4][cH:5][cH:6][cH:7]1.[OH:21][N+:22]([O-:23])=[O:24]>>[F:1][c:2]1[c:3]([CH:8]2[CH2:9][N:10]([CH3:20])[CH2:11][CH2:12][c:13]3[c:14]2[cH:15][c:16]([OH:19])[c:17]([N+:22](=[O:21])[O-:23])[cH:18]3)[cH:4][cH:5][cH:6][cH:7]1. Reactants: C(C)(C)(C)OC(=O)N[C@H]1CC[C@H](CC1)C(=O)O (cis-4-tert-butoxycarbonylamino-cyclo-hexanecarboxylic acid), C(#N)C1=CC=C(OC=2C=C(C=C(C2)OC2=CC=C(C=C2)C#N)N)C=C1 ([3,5-bis-(4-cyano-phenoxy)-phenyl]-amine). Yields the product C(C)(C)(C)OC(N[C@@H]1CC[C@@H](CC1)C(NC1=CC(=CC(=C1)OC1=CC=C(C=C1)C#N)OC1=CC=C(C=C1)C#N)=O)=O ({Cis-4-[3,5-bis-(4-cyano-phenoxy)-phenylcarbamoyl]-cyclohexyl}-carbamic Acid Tert-butyl Ester). The yield is 65.4%. RXN SMILES: [C:1]([O:5][C:6]([NH:8][C@@H:9]1[CH2:14][CH2:13][C@H:12]([C:15]([OH:17])=O)[CH2:11][CH2:10]1)=[O:7])([CH3:4])([CH3:3])[CH3:2].[C:18]([C:20]1[CH:42]=[CH:41][C:23]([O:24][C:25]2[CH:26]=[C:27]([NH2:40])[CH:28]=[C:29]([O:31][C:32]3[CH:37]=[CH:36][C:35]([C:38]#[N:39])=[CH:34][CH:33]=3)[CH:30]=2)=[CH:22][CH:21]=1)#[N:19]>>[C:1]([O:5][C:6](=[O:7])[NH:8][C@H:9]1[CH2:10][CH2:11][C@@H:12]([C:15](=[O:17])[NH:40][C:27]2[CH:28]=[C:29]([O:31][C:32]3[CH:37]=[CH:36][C:35]([C:38]#[N:39])=[CH:34][CH:33]=3)[CH:30]=[C:25]([O:24][C:23]3[CH:41]=[CH:42][C:20]([C:18]#[N:19])=[CH:21][CH:22]=3)[CH:26]=2)[CH2:13][CH2:14]1)([CH3:2])([CH3:3])[CH3:4]. Procedure: Following the procedure of Example 9(e) cis-4-tert-butoxycarbonylamino-cyclo-hexanecarboxylic acid 1.0 g (4.15 mmol) and [3,5-bis-(4-cyano-phenoxy)-phenyl]-amine (1.34 g, 4.15 mmol) were used to afford 1.5 g of the required product. 1H NMR (DMSO-d6): δ 1.4 (9H, s), 2.3 (4H, m), 2.81 (1H, m), 3.15 (4H, m), 3.5 (1H, m), 6.71 (1H, s), 6.81 (1H, brs), 7.21 (6H, m), 7.92 (4H, d), 10.0 (1H, brs). Reactants: BrCCCO (3-bromopropanol), BrCCCO (3-bromopropanol), ClC1=CC=C2CCN(C2=C1)C1=NC=NC2=CC(=CC=C12)O (4-(6-Chloro-2,3-dihydro-indol-1-yl)-quinazolin-7-ol), CO3, O.O.O.O.O.[OH-].C[N+](C)(C)C (tetramethylammonium hydroxide pentahydrate), Cl (HCl). Run in CN(C)C=O (DMF), O (H2O). Product: Cl.ClC1=CC=C2CCN(C2=C1)C1=NC=NC2=CC(=CC=C12)OCCCO (3-[4-(6-Chloro-2,3-dihydro-indol-1-yl)-quinazolin-7-yloxy]-propan-1-ol hydrochloride salt). Isolated yield 144.5%. RXN SMILES: [Cl:1][C:2]1[CH:10]=[C:9]2[C:5]([CH2:6][CH2:7][N:8]2[C:11]2[C:20]3[C:15](=[CH:16][C:17]([OH:21])=[CH:18][CH:19]=3)[N:14]=[CH:13][N:12]=2)=[CH:4][CH:3]=1.O.O.O.O.O.[OH-].C[N+](C)(C)C.Br[CH2:34][CH2:35][CH2:36][OH:37].Cl>CN(C=O)C.O>[ClH:1].[Cl:1][C:2]1[CH:10]=[C:9]2[C:5]([CH2:6][CH2:7][N:8]2[C:11]2[C:20]3[C:15](=[CH:16][C:17]([O:21][CH2:34][CH2:35][CH2:36][OH:37])=[CH:18][CH:19]=3)[N:14]=[CH:13][N:12]=2)=[CH:4][CH:3]=1 |f:1.2.3.4.5.6.7,12.13|. Procedure details: To 4-(6-chloro-2,3-dihydro-indol-1-yl)-quinazolin-7-ol (125 mg, 0.42 mmol; from Example 65) in DMF (2 mL) was added H2O (50 μL), K2 CO3 (s) (116 mg, 0.84 mmol) and tetramethylammonium hydroxide pentahydrate (15 mg, 0.08 mmol) followed by 3-bromopropanol (43 μL, 0.46 mmol). The mixture was stirred at 50° C. under N2(g) for 24 hours before another aliquot (11 μL) of 3-bromopropanol was added. After heating another 24 hours, extractive workup and chromatography analogous to that described in Exampl... Yields the product CSC(=NC(C)=O)Nc1c(Cl)cccc1Cl. The reactants are CI, CCO, CC(=O)NC(=S)Nc1c(Cl)cccc1Cl, [K+], [OH-]. Reaction SMILES: [CH3:18][I:19].[CH3:20][CH2:21][OH:22].[Cl:1][c:2]1[c:3]([NH:9][C:10](=[S:11])[NH:12][C:13]([CH3:14])=[O:15])[c:4]([Cl:8])[cH:5][cH:6][cH:7]1.[K+:17].[OH-:16]>>[Cl:1][c:2]1[c:3]([NH:9][C:10]([S:11][CH3:18])=[N:12][C:13]([CH3:14])=[O:15])[c:4]([Cl:8])[cH:5][cH:6][cH:7]1. The reactants are C(CCC)[Li] (normal butyllithium), Cl (hydrochloric acid), COC1=CC2=CC=CC=C2C=C1 (2-methoxynaphthalene), B(OC)(OC)OC (trimethyl borate). Solvent: O1CCCC1 (tetrahydrofuran), C(Cl)(Cl)Cl (Chloroform). Conditions: temperature 0 celsius, time 2 hour. The product is COC=1C(=CC2=CC=CC=C2C1)B(O)O (3-methoxynaphthalen-2-ylboronic acid). Yield: 25.1%. As a reaction SMILES: [CH3:1][O:2][C:3]1[CH:12]=[CH:11][C:10]2[C:5](=[CH:6][CH:7]=[CH:8][CH:9]=2)[CH:4]=1.C([Li])CCC.[B:18](OC)([O:21]C)[O:19]C.Cl>O1CCCC1.C(Cl)(Cl)Cl>[CH3:1][O:2][C:3]1[C:12]([B:18]([OH:21])[OH:19])=[CH:11][C:10]2[C:5]([CH:4]=1)=[CH:6][CH:7]=[CH:8][CH:9]=2. Procedure: Under a nitrogen atmosphere, 15.0 g (94.9 mmol) of 2-methoxynaphthalene was dissolved in tetrahydrofuran (300 ml), and the solution was cooled to 0° C. After that, 238 mL (1.6-mol/L solution, 190 mmol) of normal butyllithium were slowly dropped to the solution. After the dropping, the mixture was stirred at 0° C. for 2 hours. After that, the mixture was cooled to −10° C., and 33 mL (340 mmol) of trimethyl borate was dropped over 10 minutes to the mixture. The resultant was heated to room tempera...